Dataset: the Open Reaction Database (ORD), a public repository of structured organic reaction records. Task: describe an organic reaction: reactants, conditions, products, and yield Starting materials: COC(=O)C=1C(=NC2=C(C=C(C=C2C1C1=CC=CC=C1)Cl)Cl)Cl (2,6,8-Trichloro-4-phenyl-quinoline-3-carboxylic acid methyl ester), C(C)(C)NC (isopropyl-methyl-amine). Yields the product ClC=1C=C2C(=C(C(=NC2=C(C1)Cl)N(C)C(C)C)C(=O)O)C1=CC=CC=C1 (6,8-Dichloro-2-(isopropyl-methyl-amino)-4-phenyl-quinoline-3-carboxylic acid). As a reaction SMILES: C[O:2][C:3]([C:5]1[C:6](Cl)=[N:7][C:8]2[C:13]([C:14]=1[C:15]1[CH:20]=[CH:19][CH:18]=[CH:17][CH:16]=1)=[CH:12][C:11]([Cl:21])=[CH:10][C:9]=2[Cl:22])=[O:4].[CH:24]([NH:27][CH3:28])([CH3:26])[CH3:25]>>[Cl:21][C:11]1[CH:12]=[C:13]2[C:8](=[C:9]([Cl:22])[CH:10]=1)[N:7]=[C:6]([N:27]([CH:24]([CH3:26])[CH3:25])[CH3:28])[C:5]([C:3]([OH:2])=[O:4])=[C:14]2[C:15]1[CH:20]=[CH:19][CH:18]=[CH:17][CH:16]=1. Procedure: The title compound was prepared in analogy to example 21 step D from 2,6,8-trichloro-4-phenyl-quinoline-3-carboxylic acid methyl ester (prepared as described in example 21 step C) and isopropyl-methyl-amine. Light brown foam. MS (ESI): 389.2 (M+H)+. The reactants are ClCCCCCBr, O=C([O-])[O-], COc1cc(C(C)=O)ccc1O, CC(C)=O, [K+], [K+]. The product is COc1cc(C(C)=O)ccc1OCCCCCCl. Reaction SMILES: [Br:13][CH2:14][CH2:15][CH2:16][CH2:17][CH2:18][Cl:19].[C:20](=[O:21])([O-:22])[O-:23].[CH3:1][C:2](=[O:3])[c:4]1[cH:5][c:6]([O:7][CH3:8])[c:9]([OH:10])[cH:11][cH:12]1.[CH3:26][C:27](=[O:28])[CH3:29].[K+:24].[K+:25]>>[CH3:1][C:2](=[O:3])[c:4]1[cH:5][c:6]([O:7][CH3:8])[c:9]([O:10][CH2:14][CH2:15][CH2:16][CH2:17][CH2:18][Cl:19])[cH:11][cH:12]1. Reactants: ClC1=CC(=C(C=C1)[N+](=O)[O-])[N+](=O)[O-] (4-chloro-1,2-dinitrobenzene), C1(CCCCCC1)N (cycloheptylamine), CCO (EtOH). Reaction conditions: time 15 hour. Product: ClC1=CC2=C(NC(N2C2CCCCCC2)=O)C=C1 (5-Chloro-3-cycloheptyl-1,3-dihydro-2H-benzimidazol-2-one). RXN SMILES: [Cl:1][C:2]1[CH:7]=[CH:6][C:5]([N+:8]([O-])=O)=[C:4]([N+:11]([O-])=O)[CH:3]=1.[CH:14]1(N)[CH2:20][CH2:19][CH2:18][CH2:17][CH2:16][CH2:15]1.C[CH2:23][OH:24]>>[Cl:1][C:2]1[CH:7]=[CH:6][C:5]2[NH:8][C:23](=[O:24])[N:11]([CH:14]3[CH2:20][CH2:19][CH2:18][CH2:17][CH2:16][CH2:15]3)[C:4]=2[CH:3]=1. Procedure: A mixture of 18.2 g of 4-chloro-1,2-dinitrobenzene and 31 g of cycloheptylamine in 55 ml of 95% EtOH is left stirring for 15 hours at RT. The reaction mixture is concentrated under vacuum, the residue is extracted with EtOAc, washed with 1N HCl solution, with water and dried over Na2SO4, and the solvent is evaporated off under vacuum. The residue is chromatographed on silica, eluting with petroleum ether. 13 g of the expected product are obtained after crystallization from isopropanol.